Dataset: the Open Reaction Database (ORD), a public repository of structured organic reaction records. Task: describe an organic reaction: reactants, conditions, products, and yield Reactants: CC=1C=C(C(=O)C2=C(SC=3N(C(C=CC32)=O)C3=CC=CC=C3)C#N)C=CC1 (3-(3-Methylbenzoyl)-6-oxo-7-phenyl-6,7 dihydrothieno[2,3-b]pyridine-2-carbonitrile), [OH-].[Na+] (sodium hydroxide), Cl (HCl). The solvent is CCO (EtOH). Yields the product CC=1C=C(C(=O)C2=C(SC=3N(C(C=CC32)=O)C3=CC=CC=C3)C(=O)N)C=CC1 (3-(3-Methylbenzoyl)-6-oxo-7-phenyl-6,7-dihydrothieno[2,3-b]pyridine-2-carboxamide). The yield is 94.6%. Reaction SMILES: [CH3:1][C:2]1[CH:3]=[C:4]([CH:25]=[CH:26][CH:27]=1)[C:5]([C:7]1[C:15]2[CH:14]=[CH:13][C:12](=[O:16])[N:11]([C:17]3[CH:22]=[CH:21][CH:20]=[CH:19][CH:18]=3)[C:10]=2[S:9][C:8]=1[C:23]#[N:24])=[O:6].[OH-:28].[Na+].Cl>CCO>[CH3:1][C:2]1[CH:3]=[C:4]([CH:25]=[CH:26][CH:27]=1)[C:5]([C:7]1[C:15]2[CH:14]=[CH:13][C:12](=[O:16])[N:11]([C:17]3[CH:18]=[CH:19][CH:20]=[CH:21][CH:22]=3)[C:10]=2[S:9][C:8]=1[C:23]([NH2:24])=[O:28])=[O:6] |f:1.2|. Procedure details: A mixture of Example 5 (127 mg, 0.34 mmol) and 0.25M sodium hydroxide(aq) (1.36 ml, 0.34 mmol) was heated to reflux in EtOH (20 ml) for 45 minutes. The solution was cooled to room temperature, 2M HCl(aq) (100 ml) added and the aqueous extracted with DCM (2×100 ml). The combined DCM extracts were dried (MgSO4) and concentrated in vacuo. The crude product was purified by chromatography on silica (0-10% EtOAc in DCM) to give the title compound as a white solid (125 mg, 95%). δH (CDCl3) 7.70 (1H, br...